From a dataset of the Open Reaction Database (ORD), a public repository of structured organic reaction records. describe an organic reaction: reactants, conditions, products, and yield Starting materials: Clc1ccnc(Cl)n1, C1CCOC1, c1c[nH]cn1. Yields the product Clc1ccnc(-n2ccnc2)n1. As a reaction SMILES: [Cl:1][c:2]1[n:3][cH:4][cH:5][c:6]([Cl:8])[n:7]1.[O:14]1[CH2:15][CH2:16][CH2:17][CH2:18]1.[nH:9]1[cH:10][n:11][cH:12][cH:13]1>>[c:2]1(-[n:9]2[cH:10][n:11][cH:12][cH:13]2)[n:3][cH:4][cH:5][c:6]([Cl:8])[n:7]1. Reactants: BrC1=CC=C2CC(NC2=C1)=O (6-Bromo-1,3-dihydro-indol-2-one), O=C1OCCC=2C1=CNC2C=O (4-oxo-2,4,6,7-tetrahydro-pyrano[3,4-c]pyrrole-1-carbaldehyde). The product is BrC1=CC=C2C(C(NC2=C1)=O)=CC1=C2C(=CN1)C(OCC2)=O (1-(6-Bromo-2-oxo-1,2-dihydro-indol-3-ylidenemethyl)-6,7-dihydro-2H-pyrano[3,4-c]pyrrol-4-one). RXN SMILES: [Br:1][C:2]1[CH:10]=[C:9]2[C:5]([CH2:6][C:7](=[O:11])[NH:8]2)=[CH:4][CH:3]=1.[O:12]=[C:13]1[C:18]2=[CH:19][NH:20][C:21]([CH:22]=O)=[C:17]2[CH2:16][CH2:15][O:14]1>>[Br:1][C:2]1[CH:10]=[C:9]2[C:5]([C:6](=[CH:22][C:21]3[NH:20][CH:19]=[C:18]4[C:13](=[O:12])[O:14][CH2:15][CH2:16][C:17]=34)[C:7](=[O:11])[NH:8]2)=[CH:4][CH:3]=1. Reported procedure: 6-Bromo-1,3-dihydro-indol-2-one was condensed with 4-oxo-2,4,6,7-tetrahydro-pyrano[3,4-c]pyrrole-1-carbaldehyde to give the title compound. Starting materials: CCS(=O)(=O)N1CCC(c2c[nH]c3c(C(N)=O)cc(Br)cc23)CC1, CC1(C)OB(c2cc(C=O)c3c(c2)OCC3)OC1(C)C, [Na+], [Na+], O=C([O-])[O-], C1COCCO1, O, c1ccc(P(c2ccccc2)(c2ccccc2)[Pd](P(c2ccccc2)(c2ccccc2)c2ccccc2)(P(c2ccccc2)(c2ccccc2)c2ccccc2)P(c2ccccc2)(c2ccccc2)c2ccccc2)cc1. The product is CCS(=O)(=O)N1CCC(c2c[nH]c3c(C(N)=O)cc(-c4cc(C=O)c5c(c4)OCC5)cc23)CC1. As a reaction SMILES: [Br:1][c:2]1[cH:3][c:4]2[c:5]([CH:14]3[CH2:15][CH2:16][N:17]([S:20](=[O:21])(=[O:22])[CH2:23][CH3:24])[CH2:18][CH2:19]3)[cH:6][nH:7][c:8]2[c:9]([C:11](=[O:12])[NH2:13])[cH:10]1.[CH3:31][C:32]1([CH3:33])[C:34]([CH3:35])([CH3:36])[O:37][B:38]([c:39]2[cH:40][c:41]3[c:42]([c:46]([CH:48]=[O:49])[cH:47]2)[CH2:43][CH2:44][O:45]3)[O:50]1.[Na+:25].[Na+:26].[O-:27][C:28](=[O:29])[O-:30].[O:51]1[CH2:52][CH2:53][O:54][CH2:55][CH2:56]1.[OH2:57].[cH:58]1[cH:59][cH:60][c:61]([P:62]([Pd:63]([P:64]([c:65]2[cH:66][cH:67][cH:68][cH:69][cH:70]2)([c:71]2[cH:72][cH:73][cH:74][cH:75][cH:76]2)[c:77]2[cH:78][cH:79][cH:80][cH:81][cH:82]2)([P:83]([c:84]2[cH:85][cH:86][cH:87][cH:88][cH:89]2)([c:90]2[cH:91][cH:92][cH:93][cH:94][cH:95]2)[c:96]2[cH:97][cH:98][cH:99][cH:100][cH:101]2)[P:102]([c:103]2[cH:104][cH:105][cH:106][cH:107][cH:108]2)([c:109]2[cH:110][cH:111][cH:112][cH:113][cH:114]2)[c:115]2[cH:116][cH:117][cH:118][cH:119][cH:120]2)([c:121]2[cH:122][cH:123][cH:124][cH:125][cH:126]2)[c:127]2[cH:128][cH:129][cH:130][cH:131][cH:132]2)[cH:133][cH:134]1>>[c:2]1(-[c:39]2[cH:40][c:41]3[c:42]([c:46]([CH:48]=[O:49])[cH:47]2)[CH2:43][CH2:44][O:45]3)[cH:3][c:4]2[c:5]([CH:14]3[CH2:15][CH2:16][N:17]([S:20](=[O:21])(=[O:22])[CH2:23][CH3:24])[CH2:18][CH2:19]3)[cH:6][nH:7][c:8]2[c:9]([C:11](=[O:12])[NH2:13])[cH:10]1. The reactants are O=C(Cl)OCC(Cl)(Cl)Cl, C1CCOC1, c1ccncc1, Nc1ccno1. The product is O=C(Nc1ccno1)OCC(Cl)(Cl)Cl. As a reaction SMILES: [Cl:13][C:14](=[O:15])[O:16][CH2:17][C:18]([Cl:19])([Cl:20])[Cl:21].[O:22]1[CH2:23][CH2:24][CH2:25][CH2:26]1.[cH:7]1[cH:8][cH:9][n:10][cH:11][cH:12]1.[o:1]1[n:2][cH:3][cH:4][c:5]1[NH2:6]>>[o:1]1[n:2][cH:3][cH:4][c:5]1[NH:6][C:14](=[O:15])[O:16][CH2:17][C:18]([Cl:19])([Cl:20])[Cl:21]. Starting materials: CN1C(N(C(C=2C1=C1C(CCCN1C2C=2C=C(C#N)C=CC2)=O)=O)C)=O (3-(1,3-Dimethyl-2,4,10-trioxo-1,2,3,4,7,8,9,10-octahydropyrimido[4,5-a]indolizin-5-yl)benzonitrile), N1=C(C=CC=C1C)C (2,6-lutidine), N1=C(C=CC=C1C)C (2,6-lutidine), FC(S(=O)(=O)OS(=O)(=O)C(F)(F)F)(F)F (trifluoromethanesulfonic anhydride), FC(S(=O)(=O)OS(=O)(=O)C(F)(F)F)(F)F (Trifluoromethanesulfonic anhydride), ice. Solvent: C(Cl)Cl (DCM), ClCCl (dichloromethane). Reaction conditions: time 2 hour. Yields the product FC(S(=O)(=O)OC1=CCCN2C(=C3C(=C12)N(C(N(C3=O)C)=O)C)C3=CC(=CC=C3)C#N)(F)F (5-(3-Cyanophenyl)-1,3-dimethyl-2,4-dioxo-1,2,3,4,7,8-hexahydropyrimido[4,5-a]indolizin-10-yl trifluoromethanesulfonate). RXN SMILES: [F:1][C:2]([F:15])([F:14])[S:3]([O:6]S(C(F)(F)F)(=O)=O)(=[O:5])=[O:4].[CH3:16][N:17]1[C:22]2=[C:23]3[N:28]([C:29]([C:30]4[CH:31]=[C:32]([CH:35]=[CH:36][CH:37]=4)[C:33]#[N:34])=[C:21]2[C:20](=[O:39])[N:19]([CH3:40])[C:18]1=[O:41])[CH2:27][CH2:26][CH2:25][C:24]3=O.N1C(C)=CC=CC=1C>C(Cl)Cl>[F:1][C:2]([F:15])([F:14])[S:3]([O:6][C:24]1[C:23]2[N:28]([C:29]([C:30]3[CH:37]=[CH:36][CH:35]=[C:32]([C:33]#[N:34])[CH:31]=3)=[C:21]3[C:20](=[O:39])[N:19]([CH3:40])[C:18](=[O:41])[N:17]([CH3:16])[C:22]3=2)[CH2:27][CH2:26][CH:25]=1)(=[O:5])=[O:4]. Procedure: Trifluoromethanesulfonic anhydride (221 μL, 1.31 mmol) was added to an ice-cooled solution of 3-(1,3-dimethyl-2,4,10-trioxo-1,2,3,4,7,8,9,10-octahydropyrimido[4,5-a]indolizin-5-yl)benzonitrile (step 7) (350 mg, 1.01 mmol) and 2,6-lutidine (176 μL, 1.51 mmol) in DCM (5 mL). The solution was stirred at ice-bath temperature for 2 hours, further portions of 2,6-lutidine (88 μL, 0.78 mmol) and trifluoromethanesulfonic anhydride (85 μL, 0.50 mmol) were added. The reaction mixture was diluted with dich... Starting materials: ClC1=CC=C(C#N)C=C1 (4-chlorobenzonitrile), N1CCCCC1 (piperidine). Run at temperature 100 celsius. The product is N1(CCCCC1)C1=CC=C(C#N)C=C1 (4-(piperidin-1-yl)benzonitrile). Yield: 89.0%. As a reaction SMILES: Cl[C:2]1[CH:9]=[CH:8][C:5]([C:6]#[N:7])=[CH:4][CH:3]=1.[NH:10]1[CH2:15][CH2:14][CH2:13][CH2:12][CH2:11]1>>[N:10]1([C:2]2[CH:9]=[CH:8][C:5]([C:6]#[N:7])=[CH:4][CH:3]=2)[CH2:15][CH2:14][CH2:13][CH2:12][CH2:11]1. Procedure: To commercially available 4-chlorobenzonitrile 17 (1 g, 7.26 mmol) 3 ml of piperidine were added and the reaction was heated at 100° C. for 72 hours in closed vessel. The reaction was evaporated and the residue was dissolved in AcOEt and washed with water and brine. The purification of the crude residue by chromatographic column using AcOEt 1/Petroleum ether 9 as eluant gave 1.2 g of a pale yellow oil. Yield=89% 1HNMR (DMSO, 200 MHz) δ 1.57 (6H, m), 3.34 (4H, m), 6.98 (2H, d, J=9 Hz), 7.53 (2H, ... Reactants: ClCCCCCCNC=1C=C(C=C2C(=CC=NC12)C)OC (N-(6-chlorohexyl)-6-methoxy-4-methyl-8-quinolinamine), N1CCNCC1 (piperazine). Solvent: C1(=CC=CC=C1)C (toluene), C1(=CC=CC=C1)C (toluene). The product is 5.8, Cl.Cl.Cl.COC=1C=C2C(=CC=NC2=C(C1)NCCCCCCN1CCNCC1)C (6-Methoxy-4-methyl-N-[6-(1-piperazinyl)hexyl]-8-quinolinamine, trihydrochloride). The yield is 60.0%. Reaction SMILES: [Cl:1][CH2:2][CH2:3][CH2:4][CH2:5][CH2:6][CH2:7][NH:8][C:9]1[CH:10]=[C:11]([O:20][CH3:21])[CH:12]=[C:13]2[C:18]=1[N:17]=[CH:16][CH:15]=[C:14]2[CH3:19].[NH:22]1[CH2:27][CH2:26][NH:25][CH2:24][CH2:23]1>C1(C)C=CC=CC=1>[ClH:1].[ClH:1].[ClH:1].[CH3:21][O:20][C:11]1[CH:12]=[C:13]2[C:18](=[C:9]([NH:8][CH2:7][CH2:6][CH2:5][CH2:4][CH2:3][CH2:2][N:22]3[CH2:27][CH2:26][NH:25][CH2:24][CH2:23]3)[CH:10]=1)[N:17]=[CH:16][CH:15]=[C:14]2[CH3:19] |f:3.4.5.6|. Reported procedure: A solution of 6.2 g (0.02 mole) of crude N-(6-chlorohexyl)-6-methoxy-4-methyl-8-quinolinamine in 75 ml of toluene was added dropwise to a stirred, hot suspension of 25 g (0.29 mole) of piperazine in 25 ml of toluene. The mixture was distilled until the internal temperature rose to 130°, allowed to cool, and taken up in a mixture of water and dichloromethane. The organic layer was separated, washed again, dried over anhydrous magnesium sulfate and concentrated to dryness in vacuo. The residual br... The reactants are [N+](=O)([O-])C1=C(CCl)C(=CC=C1)C (2-nitro-6-methylbenzyl chloride), [H-].[Na+] (NaH), 1a, C(CC(=O)OCC)(C(=O)OCC)C(=O)OCC (triethyl 1,1,2-ethanetricarboxylate), CN(C=O)C (dimethylformamide). Run in C1=CC=CC=C1 (benzene). The product is C(=O)(OCC)C(CC(=O)OCC)(CC1=C(C=CC=C1C)[N+](=O)[O-])C(=O)OCC (Ethyl 3,3-dicarbethoxy-4-(2-nitro-6-methylphenyl)butyrate), crude product. Reaction SMILES: [CH:1]([C:13]([O:15][CH2:16][CH3:17])=[O:14])([C:8]([O:10][CH2:11][CH3:12])=[O:9])[CH2:2][C:3]([O:5][CH2:6][CH3:7])=[O:4].[H-].[Na+].[N+:20]([C:23]1[CH:30]=[CH:29][CH:28]=[C:27]([CH3:31])[C:24]=1[CH2:25]Cl)([O-:22])=[O:21].CN(C)C=O>C1C=CC=CC=1>[C:8]([C:1]([C:13]([O:15][CH2:16][CH3:17])=[O:14])([CH2:25][C:24]1[C:27]([CH3:31])=[CH:28][CH:29]=[CH:30][C:23]=1[N+:20]([O-:22])=[O:21])[CH2:2][C:3]([O:5][CH2:6][CH3:7])=[O:4])([O:10][CH2:11][CH3:12])=[O:9] |f:1.2|. Procedure details: The title compound was prepared by the same procedure as described in example 1 for 1a (R2 = R3 = H), using triethyl 1,1,2-ethanetricarboxylate (9.85 g; 0.04 mole), NaH (1.6 g; 0.04 mole) and 2-nitro-6-methylbenzyl chloride (7.4 g; 0.04 mole) in 20 ml. 10% dimethylformamide (DMF) in benzene. The crude product so obtained was used directly in the next step without further purification. Starting materials: CCO, COC(=O)c1ccccc1C=O, Cc1ccc(O)c(N)c1. Yields the product COC(=O)c1ccccc1C=Nc1cc(C)ccc1O. As a reaction SMILES: [CH3:22][CH2:23][OH:24].[CH:10](=[O:11])[c:12]1[c:13]([C:14](=[O:15])[O:16][CH3:17])[cH:18][cH:19][cH:20][cH:21]1.[NH2:1][c:2]1[cH:3][c:4]([CH3:9])[cH:5][cH:6][c:7]1[OH:8]>>[N:1]([c:2]1[cH:3][c:4]([CH3:9])[cH:5][cH:6][c:7]1[OH:8])=[CH:10][c:12]1[c:13]([C:14](=[O:15])[O:16][CH3:17])[cH:18][cH:19][cH:20][cH:21]1. The reactants are C1CCNC1, CN1C(=O)C(c2ccc(OC(F)F)cc2)(c2cccc(Br)c2)N=C1N, O, C#CCO, c1ccc(P(c2ccccc2)(c2ccccc2)[Pd](P(c2ccccc2)(c2ccccc2)c2ccccc2)(P(c2ccccc2)(c2ccccc2)c2ccccc2)P(c2ccccc2)(c2ccccc2)c2ccccc2)cc1. Yields the product CN1C(=O)C(c2ccc(OC(F)F)cc2)(c2cccc(C#CCO)c2)N=C1N. As a reaction SMILES: [CH2:30]1[CH2:31][NH:32][CH2:33][CH2:34]1.[NH2:1][C:2]1=[N:3][C:4]([c:9]2[cH:10][cH:11][c:12]([O:15][CH:16]([F:17])[F:18])[cH:13][cH:14]2)([c:19]2[cH:20][c:21]([Br:25])[cH:22][cH:23][cH:24]2)[C:5](=[O:8])[N:6]1[CH3:7].[OH2:35].[OH:26][CH2:27][C:28]#[CH:29].[cH:36]1[cH:37][cH:38][c:39]([P:40]([Pd:41]([P:42]([c:43]2[cH:44][cH:45][cH:46][cH:47][cH:48]2)([c:49]2[cH:50][cH:51][cH:52][cH:53][cH:54]2)[c:55]2[cH:56][cH:57][cH:58][cH:59][cH:60]2)([P:61]([c:62]2[cH:63][cH:64][cH:65][cH:66][cH:67]2)([c:68]2[cH:69][cH:70][cH:71][cH:72][cH:73]2)[c:74]2[cH:75][cH:76][cH:77][cH:78][cH:79]2)[P:80]([c:81]2[cH:82][cH:83][cH:84][cH:85][cH:86]2)([c:87]2[cH:88][cH:89][cH:90][cH:91][cH:92]2)[c:93]2[cH:94][cH:95][cH:96][cH:97][cH:98]2)([c:99]2[cH:100][cH:101][cH:102][cH:103][cH:104]2)[c:105]2[cH:106][cH:107][cH:108][cH:109][cH:110]2)[cH:111][cH:112]1>>[NH2:1][C:2]1=[N:3][C:4]([c:9]2[cH:10][cH:11][c:12]([O:15][CH:16]([F:17])[F:18])[cH:13][cH:14]2)([c:19]2[cH:20][c:21]([C:29]#[C:28][CH2:27][OH:26])[cH:22][cH:23][cH:24]2)[C:5](=[O:8])[N:6]1[CH3:7].